The task is: describe an organic reaction: reactants, conditions, products, and yield. This data is from the Open Reaction Database (ORD), a public repository of structured organic reaction records. The reactants are O(C)C1=CC=C(CCl)C=C1 (4-methoxylbenzyl chloride), C(C)(=O)OCC.CCCCCC (ethyl acetate hexane), ice water, FC(C1=NNC=C1)(F)F (3-(trifluoromethyl)-1H-pyrazole), N#N (N2). Run in CN(C)C=O (DMF), CN(C)C=O (DMF). Yields the product COC1=CC=C(CN2N=C(C=C2)C(F)(F)F)C=C1 (1-(4-methoxybenzyl)-3-(trifluoromethyl)-1H-pyrazole). Yield: 69.5%. As a reaction SMILES: [F:1][C:2]([F:9])([F:8])[C:3]1[CH:7]=[CH:6][NH:5][N:4]=1.N#N.[O:12]([C:14]1[CH:21]=[CH:20][C:17]([CH2:18]Cl)=[CH:16][CH:15]=1)[CH3:13].C(OCC)(=O)C.CCCCCC>CN(C=O)C>[CH3:13][O:12][C:14]1[CH:21]=[CH:20][C:17]([CH2:18][N:5]2[CH:6]=[CH:7][C:3]([C:2]([F:9])([F:8])[F:1])=[N:4]2)=[CH:16][CH:15]=1 |f:3.4|. Reported procedure: NaH (33.08 g (19.85 mol, 60%) was washed with n-hexane, then dry DMF (500 mL) was added drop wise under N2 atmosphere and the mixture was stirred well. A solution of 3-(trifluoromethyl)-1H-pyrazole (75 g, 0.55 mol) in DMF (125 mL) was added drop wise under N2 atmosphere. Then a solution of 4-methoxylbenzyl chloride (86.3 g, 0.55 mol) in DMF (125 mL) was added drop wise and the overall reaction mixture was allowed to stir for 12 h at room temperature. Progress of the reaction was monitored by TLC... The reactants are C(C(=C)C)(=O)OCCCS(=O)(=O)[O-].C1(=CC=CC=C1)[S+](C1=CC=CC=C1)C1=CC=CC=C1 (triphenylsulfonium 3-methacryloyloxypropanesulfonate), C[O-].[Na+] (sodium methoxide), C(C(C)C)C(=O)C (methyl isobutyl ketone), Cl (hydrochloric acid). Run in CO (methanol), CO (methanol). Run at time 3 day. Yields the product OCCCS(=O)(=O)[O-].C1(=CC=CC=C1)[S+](C1=CC=CC=C1)C1=CC=CC=C1 (triphenylsulfonium 3-hydroxypropanesulfonate). Yield: 52.0%. As a reaction SMILES: C([O:6][CH2:7][CH2:8][CH2:9][S:10]([O-:13])(=[O:12])=[O:11])(=O)C(C)=C.[C:14]1([S+:20]([C:27]2[CH:32]=[CH:31][CH:30]=[CH:29][CH:28]=2)[C:21]2[CH:26]=[CH:25][CH:24]=[CH:23][CH:22]=2)[CH:19]=[CH:18][CH:17]=[CH:16][CH:15]=1.C[O-].[Na+].Cl.C(C(C)=O)C(C)C>CO>[OH:6][CH2:7][CH2:8][CH2:9][S:10]([O-:13])(=[O:12])=[O:11].[C:27]1([S+:20]([C:14]2[CH:15]=[CH:16][CH:17]=[CH:18][CH:19]=2)[C:21]2[CH:26]=[CH:25][CH:24]=[CH:23][CH:22]=2)[CH:28]=[CH:29][CH:30]=[CH:31][CH:32]=1 |f:0.1,2.3,7.8|. Procedure details: To 100 g of methylene chloride were added 2.5 g (10 mmol) of a potassium salt of 3-sulfopropyl methacrylate and 23 g (10 mmol) of an aqueous solution of triphenylsulfonium chloride prepared in Synthesis Example 1-1. The mixture was stirred at room temperature for 30 minutes. The organic layer was taken out and washed with water. It was combined with ethanol and concentrated in vacuum while azeotroping off the residual water. There was obtained 3.3 g of triphenylsulfonium 3-methacryloyloxypropane... Starting materials: C(C)(=O)N(S(=O)(=O)C)C=1OC2=C(N1)C(=CC(=C2N2C(N(C(=CC2=O)C(F)(F)F)C)=O)F)Cl (3-[2-(N-acetyl-N-methylsulfonylamino)-4-chloro-6-fluorobenzoxazol-7-yl]-1-methyl-6-trifluoromethyl-2,4-(1H,3H)pyrimidinedione). Run in NN (hydrazine). Run at time 18 hour. The product is CS(=O)(=O)NC=1OC2=C(N1)C(=CC(=C2N2C(N(C(=CC2=O)C(F)(F)F)C)=O)F)Cl (3-(2-methylsulfonylamino-4-chloro-6-fluorobenzoxazol-7-yl)-1-methyl-6-trifluoromethyl-2,4-(1H,3H)-pyrimidinedione). Reaction SMILES: C([N:4]([C:9]1[O:10][C:11]2[C:17]([N:18]3[C:23](=[O:24])[CH:22]=[C:21]([C:25]([F:28])([F:27])[F:26])[N:20]([CH3:29])[C:19]3=[O:30])=[C:16]([F:31])[CH:15]=[C:14]([Cl:32])[C:12]=2[N:13]=1)[S:5]([CH3:8])(=[O:7])=[O:6])(=O)C>NN>[CH3:8][S:5]([NH:4][C:9]1[O:10][C:11]2[C:17]([N:18]3[C:23](=[O:24])[CH:22]=[C:21]([C:25]([F:26])([F:28])[F:27])[N:20]([CH3:29])[C:19]3=[O:30])=[C:16]([F:31])[CH:15]=[C:14]([Cl:32])[C:12]=2[N:13]=1)(=[O:7])=[O:6]. Reported procedure: A stirred solution of 4.5 grams (10 mmole) of 3-[2-(N-acetyl-N-methylsulfonylamino)-4-chloro-6-fluorobenzoxazol-7-yl]-1-methyl-6-trifluoromethyl-2,4-(1H,3H)pyrimidinedione in 25 mL of 85% hydrazine is heated to 60° C., where it stirs for about 18 hours. After this time the reaction mixture is concentrated under reduced pressure, yielding 3-(2-methylsulfonylamino-4-chloro-6-fluorobenzoxazol-7-yl)-1-methyl-6-trifluoromethyl-2,4-(1H,3H)-pyrimidinedione.